This data is from the Open Reaction Database (ORD), a public repository of structured organic reaction records. The task is: describe an organic reaction: reactants, conditions, products, and yield Reactants: C=CCBr, CN(C)C=O, [K+], [K+], O=C([O-])[O-], O, O=Cc1cc(I)ccc1O. Product: C=CCOc1ccc(I)cc1C=O. Reaction SMILES: [CH2:17]([CH:18]=[CH2:19])[Br:20].[CH3:22][N:23]([CH3:24])[CH:25]=[O:26].[K+:11].[K+:12].[O-:13][C:14]([O-:15])=[O:16].[OH2:21].[OH:1][c:2]1[c:3]([CH:4]=[O:5])[cH:6][c:7]([I:10])[cH:8][cH:9]1>>[O:1]([c:2]1[c:3]([CH:4]=[O:5])[cH:6][c:7]([I:10])[cH:8][cH:9]1)[CH2:19][CH:18]=[CH2:17]. Reactants: CCOC(=O)c1csc(C2CCN(C(=O)OC(C)(C)C)CC2)n1, CCO, CCOCC, Cl. Yields the product CCOC(=O)c1csc(C2CCNCC2)n1, Cl. As a reaction SMILES: [CH2:1]([CH3:2])[O:3][C:4](=[O:5])[c:6]1[n:7][c:8]([CH:11]2[CH2:12][CH2:13][N:14]([C:17]([O:18][C:19]([CH3:20])([CH3:21])[CH3:22])=[O:23])[CH2:15][CH2:16]2)[s:9][cH:10]1.[CH3:25][CH2:26][OH:27].[CH3:28][CH2:29][O:30][CH2:31][CH3:32].[ClH:24]>>[CH2:1]([CH3:2])[O:3][C:4](=[O:5])[c:6]1[n:7][c:8]([CH:11]2[CH2:12][CH2:13][NH:14][CH2:15][CH2:16]2)[s:9][cH:10]1.[ClH:24]. RXN SMILES: [CH3:1][O:2][C:3](=[O:15])[C:4](=O)[CH:5]=[CH:6][C:7]1[CH:12]=[CH:11][C:10]([Br:13])=[CH:9][CH:8]=1.Cl.[F:17][C:18]1[CH:23]=[C:22]([F:24])[CH:21]=[CH:20][C:19]=1[NH:25][NH2:26]>C(O)(=O)C>[CH3:1][O:2][C:3]([C:4]1[CH2:5][CH:6]([C:7]2[CH:12]=[CH:11][C:10]([Br:13])=[CH:9][CH:8]=2)[N:25]([C:19]2[CH:20]=[CH:21][C:22]([F:24])=[CH:23][C:18]=2[F:17])[N:26]=1)=[O:15] |f:1.2|. The solvent is C(C)(=O)O (acetic acid). Reactants: COC(C(C=CC1=CC=C(C=C1)Br)=O)=O (4-(4-Bromo-phenyl)-2-oxo-3-butenoic acid methyl ester), Cl.FC1=C(C=CC(=C1)F)NN (2,4-difluorophenylhydrazine hydrochloride). Run at temperature 125 celsius, time 3 hour. Product: COC(=O)C1=NN(C(C1)C1=CC=C(C=C1)Br)C1=C(C=C(C=C1)F)F (5-(4-bromo-phenyl)-1-(2,4-difluoro-phenyl)-4,5-dihydro-1H-pyrazole-3-carboxylic acid methyl ester). Procedure details: 4-(4-Bromo-phenyl)-2-oxo-3-butenoic acid methyl ester (50.0 g, 185.8 mmol) prepared in Step 2 of Preparation 17 and 2,4-difluorophenylhydrazine hydrochloride (36.9 g, 204.4 mmol) were added to acetic acid (600.0 mL). The reaction mixture was stirred at 125° C. for 3 hours, concentrated under reduced pressure, and then ethyl acetate was added thereto. The reaction mixture was washed with a saturated solution of sodium hydrogen carbonate, dried on anhydrous magnesium sulfate, and then concentrated... Isolated yield 100.0%. Starting materials: Cl.FC1=C(C=C(C=C1)C1(CNCC1)O)C (3-(4-fluoro-3-methylphenyl)pyrrolidin-3-ol hydrochloride), CN(C)C(=[N+](C)C)ON1C2=C(C=CC=C2)N=N1.[B-](F)(F)(F)F (TBTU), C(C)N(C(C)C)C(C)C (N-ethyl-N-isopropylpropan-2-amine), CC1=CC=C(C=C1)C1=NOC=C1C(=O)O (3-(4-methylphenyl)isoxazole-4-carboxylic acid). The solvent is CN(C)C=O (DMF). Conditions: time 2 hour. The product is FC1=C(C=C(C=C1)C1(CN(CC1)C(=O)C=1C(=NOC1)C1=CC=C(C=C1)C)O)C (3-(4-fluoro-3-methylphenyl)-1-{[3-(4-methylphenyl)isoxazol-4-yl]carbonyl}pyrrolidin-3-ol). Isolated yield 80.9%. As a reaction SMILES: Cl.[F:2][C:3]1[CH:8]=[CH:7][C:6]([C:9]2([OH:14])[CH2:13][CH2:12][NH:11][CH2:10]2)=[CH:5][C:4]=1[CH3:15].CN(C(ON1N=NC2C=CC=CC1=2)=[N+](C)C)C.[B-](F)(F)(F)F.C(N(C(C)C)C(C)C)C.[CH3:47][C:48]1[CH:53]=[CH:52][C:51]([C:54]2[C:58]([C:59](O)=[O:60])=[CH:57][O:56][N:55]=2)=[CH:50][CH:49]=1>CN(C=O)C>[F:2][C:3]1[CH:8]=[CH:7][C:6]([C:9]2([OH:14])[CH2:13][CH2:12][N:11]([C:59]([C:58]3[C:54]([C:51]4[CH:52]=[CH:53][C:48]([CH3:47])=[CH:49][CH:50]=4)=[N:55][O:56][CH:57]=3)=[O:60])[CH2:10]2)=[CH:5][C:4]=1[CH3:15] |f:0.1,2.3|. Procedure details: A solution of 3-(4-fluoro-3-methylphenyl)pyrrolidin-3-ol hydrochloride (9 mg, 0.039 mmol), TBTU (15 mg, 0.047 mmol, 1.2 equ.) and N-ethyl-N-isopropylpropan-2-amine (14 μL, 0.079 mmol, 2 equ.) in DMF (0.3 mL) was added to 3-(4-methylphenyl)isoxazole-4-carboxylic acid (8 mg, 0.039 mmol) and the reaction mixture was stirred at rt for 2 h. The solvent was evaporated and the crude product was purified by RP-HPLC. After evaporation of the solvents the product was dried in vacuum to yield the title com...